This data is from the Open Reaction Database (ORD), a public repository of structured organic reaction records. The task is: describe an organic reaction: reactants, conditions, products, and yield Starting materials: Cl (hydrochloric acid), ice water, C(C)OCC (diethyl ether), OCCOCC(O)C1=CC=CC2=CC=CC=C12 (2-(2-hydroxyethoxy)-1-(1-naphthyl)ethanol), C1(=CC=C(C=C1)S(=O)(=O)Cl)C (p-toluenesulfonyl chloride), Cl (hydrochloric acid). Solvent: N1=CC=CC=C1 (pyridine). Run at temperature -25 celsius, time 4 hour. Yields the product C1(=CC=CC2=CC=CC=C12)C(COCCOS(=O)(=O)C1=CC=C(C=C1)C)O (1-(1-naphthyl)-2-[2-(p-toluenesulfonyloxy)ethoxy]ethanol). As a reaction SMILES: [OH:1][CH2:2][CH2:3][O:4][CH2:5][CH:6]([C:8]1[C:17]2[C:12](=[CH:13][CH:14]=[CH:15][CH:16]=2)[CH:11]=[CH:10][CH:9]=1)[OH:7].[C:18]1([CH3:28])[CH:23]=[CH:22][C:21]([S:24](Cl)(=[O:26])=[O:25])=[CH:20][CH:19]=1.Cl.C(OCC)C>N1C=CC=CC=1>[C:8]1([CH:6]([OH:7])[CH2:5][O:4][CH2:3][CH2:2][O:1][S:24]([C:21]2[CH:22]=[CH:23][C:18]([CH3:28])=[CH:19][CH:20]=2)(=[O:26])=[O:25])[C:17]2[C:12](=[CH:13][CH:14]=[CH:15][CH:16]=2)[CH:11]=[CH:10][CH:9]=1. Procedure: 8.3 g of 2-(2-hydroxyethoxy)-1-(1-naphthyl)ethanol was dissolved in 50 ml of pyridine. The solution was cooled to -25° C. Thereto was added 6.8 g of p-toluenesulfonyl chloride. The resulting mixture was allowed to stand at 0°-5° C. for 24 hours and further at room temperature for 4 hours. The reaction mixture was added to a mixture of 103 ml of 6N hydrochloric acid, 50 ml of ice water and 100 ml of diethyl ether. The resulting mixture was adjusted to pH 2.0 with 6N hydrochloric acid. The organic... Reactants: C(CC)O (propanol), alcohol, COCOC (dimethoxymethane), COCOCOC (methoxymethylether), C(C)(C)(C)C1=CC=C(C=C1)CCCOCOC (1-tert-butyl-4-(3-methoxymethoxypropyl)benzene), COCOC (dimethoxymethane), COCOCOC (methoxymethylether). Run in ClCCl (dichloromethane). The product is C(C)(C)(C)C1=CC2=C(CCCOC2)C=C1 (8-tert-butyl-1,3,4,5-tetrahydro-2-benzoxepine). Yield: 67.0%. As a reaction SMILES: C(O)CC.[C:5]([C:9]1[CH:14]=[CH:13][C:12]([CH2:15][CH2:16][CH2:17][O:18][CH2:19]OC)=[CH:11][CH:10]=1)([CH3:8])([CH3:7])[CH3:6].COCOC.COCOCOC>ClCCl>[C:5]([C:9]1[CH:14]=[CH:13][C:12]2[CH2:15][CH2:16][CH2:17][O:18][CH2:19][C:11]=2[CH:10]=1)([CH3:8])([CH3:7])[CH3:6]. Procedure details: The above-mentioned propanol was then converted into 1-tert-butyl-4-(3-methoxymethoxypropyl)benzene by means of dimethoxymethane, in an analogous manner to that described by J. L. Gras et al. in Synthesis 74, (1985), but using 12 equivalents of dimethoxymethane for 1 equivalent of alcohol. The above-mentioned methoxymethylether was then transformed as described by A. Rieche et al., Chem. Ber. 95, 91 (1962) but using dichloromethane as solvent. The concentration of methoxymethylether in this solv... Reactants: S(N)(=O)(=O)C1=CC=C(C(=O)O)C=C1 (4-Sulfamoylbenzoic acid), Cl.C(C)N=C=NCCCN(C)C (1-ethyl-3-[3-(dimethylamino)propyl]-carbodiimide hydrochloride), O1CCC(CC1)CN ((tetrahydro-2H-pyran-4-yl)methanamine), O.ON1N=NC2=C1C=CC=C2 (1-hydroxybenzotriazole hydrate). Run in C(C)#N (acetonitrile). The product is S(N)(=O)(=O)C1=CC=C(C(=O)NCC2CCOCC2)C=C1 (4-sulfamoyl-N-((tetrahydro-2H-pyran-4-yl)methyl)benzamide). As a reaction SMILES: [S:1]([C:5]1[CH:13]=[CH:12][C:8]([C:9]([OH:11])=O)=[CH:7][CH:6]=1)(=[O:4])(=[O:3])[NH2:2].[O:14]1[CH2:19][CH2:18][CH:17]([CH2:20][NH2:21])[CH2:16][CH2:15]1.O.ON1C2C=CC=CC=2N=N1.Cl.C(N=C=NCCCN(C)C)C>C(#N)C>[S:1]([C:5]1[CH:6]=[CH:7][C:8]([C:9]([NH:21][CH2:20][CH:17]2[CH2:18][CH2:19][O:14][CH2:15][CH2:16]2)=[O:11])=[CH:12][CH:13]=1)(=[O:3])(=[O:4])[NH2:2] |f:2.3,4.5|. Procedure details: 4-Sulfamoylbenzoic acid (201 mg), (tetrahydro-2H-pyran-4-yl)methanamine (144 mg), 1-hydroxybenzotriazole hydrate (230 mg), and 1-ethyl-3-[3-(dimethylamino)propyl]-carbodiimide hydrochloride (288 mg) were combined in acetonitrile.